From a dataset of the Open Reaction Database (ORD), a public repository of structured organic reaction records. describe an organic reaction: reactants, conditions, products, and yield The reactants are CCOC(C)=O, CO, COCOC(C)c1ccc(CC#N)cc1Cl, Cl, [Na+], [OH-], O. The product is COCOC(C)c1ccc(CCO)cc1Cl. Reaction SMILES: [CH3:18][CH2:19][O:20][C:21](=[O:22])[CH3:23].[CH3:24][OH:25].[Cl:1][c:2]1[cH:3][c:4]([CH2:14][C:15]#[N:16])[cH:5][cH:6][c:7]1[CH:8]([CH3:9])[O:10][CH2:11][O:12][CH3:13].[ClH:17].[Na+:28].[OH-:27].[OH2:26]>>[Cl:1][c:2]1[cH:3][c:4]([CH2:14][CH2:15][OH:20])[cH:5][cH:6][c:7]1[CH:8]([CH3:9])[O:10][CH2:11][O:12][CH3:13]. Starting materials: C([O-])([O-])=O.[Na+].[Na+] (sodium carbonate), C(C)(C)(C)OC(=O)N[C@H]1COCC[C@H]1NC1=C(C2=C(C(=N1)Cl)C(N(C2)C(=O)OC(C)(C)C)=O)F (tert-butyl 6-((3R,4R)-3-(tert-butoxycarbonylamino)tetrahydro-2H-pyran-4-ylamino)-4-chloro-7-fluoro-3-oxo-1H-pyrrolo[3,4-c]pyridine-2(3H)-carboxylate), CC1(OB(OC1(C)C)C#CC1=CC=CC=C1)C (4,4,5,5-tetramethyl-2-(phenylethynyl)-1,3,2-dioxaborolane). Reagents/catalysts: Cl[Pd]([P](C1=CC=CC=C1)(C2=CC=CC=C2)C3=CC=CC=C3)([P](C4=CC=CC=C4)(C5=CC=CC=C5)C6=CC=CC=C6)Cl (PdCl2(PPh3)2). The solvent is O (water), glass, O1CCOCC1 (dioxane). Conditions: temperature 90 celsius. Product: C(C)(C)(C)OC(=O)N[C@H]1COCC[C@H]1NC1=C(C2=C(C(=N1)C#CC1=CC=CC=C1)C(N(C2)C(=O)OC(C)(C)C)=O)F (tert-butyl 6-(((3R,4R)-3-((tert-butoxycarbonyl)amino)tetrahydro-2H-pyran-4-yl)amino)-7-fluoro-3-oxo-4-(phenylethynyl)-1H-pyrrolo[3,4-c]pyridine-2(3H)-carboxylate). Reaction SMILES: [C:1]([O:5][C:6]([NH:8][C@@H:9]1[C@H:14]([NH:15][C:16]2[N:21]=[C:20](Cl)[C:19]3[C:23](=[O:33])[N:24]([C:26]([O:28][C:29]([CH3:32])([CH3:31])[CH3:30])=[O:27])[CH2:25][C:18]=3[C:17]=2[F:34])[CH2:13][CH2:12][O:11][CH2:10]1)=[O:7])([CH3:4])([CH3:3])[CH3:2].CC1(C)C(C)(C)OB([C:43]#[C:44][C:45]2[CH:50]=[CH:49][CH:48]=[CH:47][CH:46]=2)O1.C(=O)([O-])[O-].[Na+].[Na+]>O1CCOCC1.O.Cl[Pd](Cl)([P](C1C=CC=CC=1)(C1C=CC=CC=1)C1C=CC=CC=1)[P](C1C=CC=CC=1)(C1C=CC=CC=1)C1C=CC=CC=1>[C:1]([O:5][C:6]([NH:8][C@@H:9]1[C@H:14]([NH:15][C:16]2[N:21]=[C:20]([C:43]#[C:44][C:45]3[CH:50]=[CH:49][CH:48]=[CH:47][CH:46]=3)[C:19]3[C:23](=[O:33])[N:24]([C:26]([O:28][C:29]([CH3:32])([CH3:31])[CH3:30])=[O:27])[CH2:25][C:18]=3[C:17]=2[F:34])[CH2:13][CH2:12][O:11][CH2:10]1)=[O:7])([CH3:4])([CH3:3])[CH3:2] |f:2.3.4,^1:67,86|. Reported procedure: In a 30 mL glass vial, tert-butyl 6-((3R,4R)-3-(tert-butoxycarbonylamino)tetrahydro-2H-pyran-4-ylamino)-4-chloro-7-fluoro-3-oxo-1H-pyrrolo[3,4-c]pyridine-2(3H)-carboxylate (150 mg, 0.299 mmol), 4,4,5,5-tetramethyl-2-(phenylethynyl)-1,3,2-dioxaborolane (75 mg, 0.329 mmol) and PdCl2(PPh3)2 (105 mg, 0.150 mmol) were dissolved in dioxane (5 mL). To the reaction mixture was added 2N aqueous sodium carbonate solution (2 mL). The vessel was sealed with a cap and the reaction mixture was heated to 90° C... The reactants are COc1ccc(N2CCOCC2)c2sc(NC(=O)c3ccnc(Cl)c3)nc12, [H-], [Na+], C1COCCO1, OCc1ccccn1. Product: COc1ccc(N2CCOCC2)c2sc(NC(=O)c3ccnc(OCc4ccccn4)c3)nc12. As a reaction SMILES: [Cl:1][c:2]1[cH:3][c:4]([C:5](=[O:6])[NH:7][c:8]2[s:9][c:10]3[c:11]([n:12]2)[c:13]([O:23][CH3:24])[cH:14][cH:15][c:16]3[N:17]2[CH2:18][CH2:19][O:20][CH2:21][CH2:22]2)[cH:25][cH:26][n:27]1.[H-:28].[Na+:29].[O:38]1[CH2:39][CH2:40][O:41][CH2:42][CH2:43]1.[OH:30][CH2:31][c:32]1[n:33][cH:34][cH:35][cH:36][cH:37]1>>[c:2]1([O:30][CH2:31][c:32]2[n:33][cH:34][cH:35][cH:36][cH:37]2)[cH:3][c:4]([C:5](=[O:6])[NH:7][c:8]2[s:9][c:10]3[c:11]([n:12]2)[c:13]([O:23][CH3:24])[cH:14][cH:15][c:16]3[N:17]2[CH2:18][CH2:19][O:20][CH2:21][CH2:22]2)[cH:25][cH:26][n:27]1. Reactants: hydrochloride salt, C(#CCCCCCCCC)C1=CC=C(CNCC=2C=CC(=C(C(=O)OC)C2)OCC(=O)OC)C=C1 (methyl 5-{[(4-dec-1-ynylbenzyl)amino]methyl}-2-(2-methoxy-2-oxoethoxy)benzoate), C1(=CC=CC=C1)/C=C/C(=O)Cl ((2E)-3-phenylacryloyl chloride). Product: C(#CCCCCCCCC)C1=CC=C(CN(C(\C=C\C2=CC=CC=C2)=O)CC=2C=CC(=C(C(=O)OC)C2)OCC(=O)OC)C=C1 (methyl 5-({(4-dec-1-ynylbenzyl)[(2E)-3-phenylprop-2-enoyl]amino}-methyl)-2-(2-methoxy-2-oxoethoxy)benzoate). As a reaction SMILES: [C:1]([C:11]1[CH:35]=[CH:34][C:14]([CH2:15][NH:16][CH2:17][C:18]2[CH:19]=[CH:20][C:21]([O:28][CH2:29][C:30]([O:32][CH3:33])=[O:31])=[C:22]([CH:27]=2)[C:23]([O:25][CH3:26])=[O:24])=[CH:13][CH:12]=1)#[C:2][CH2:3][CH2:4][CH2:5][CH2:6][CH2:7][CH2:8][CH2:9][CH3:10].[C:36]1(/[CH:42]=[CH:43]/[C:44](Cl)=[O:45])[CH:41]=[CH:40][CH:39]=[CH:38][CH:37]=1>>[C:1]([C:11]1[CH:35]=[CH:34][C:14]([CH2:15][N:16]([CH2:17][C:18]2[CH:19]=[CH:20][C:21]([O:28][CH2:29][C:30]([O:32][CH3:33])=[O:31])=[C:22]([CH:27]=2)[C:23]([O:25][CH3:26])=[O:24])[C:44](=[O:45])/[CH:43]=[CH:42]/[C:36]2[CH:41]=[CH:40][CH:39]=[CH:38][CH:37]=2)=[CH:13][CH:12]=1)#[C:2][CH2:3][CH2:4][CH2:5][CH2:6][CH2:7][CH2:8][CH2:9][CH3:10]. Reported procedure: The title compound was prepared following the procedure G using the hydrochloride salt of methyl 5-{[(4-dec-1-ynylbenzyl)amino]methyl}-2-(2-methoxy-2-oxoethoxy)benzoate and (2E)-3-phenylacryloyl chloride (purification by flash chromatography on SiO2, DCM/MeOH 98:2) as a pale yellow oil (82%). M+ (ESI): 610.0. HPLC, Rt: 6.0 min (purity: 99.5%). 1H NMR (CDCl3) δ: 7.85 (d, J=15.4 Hz, 1H), 7.70 (m, 1H), 7.47-7.12 (m, 10H), 6.86 (m, 2H), 4.74 (s, 2H), 4.61 (m, 4H), 3.90 (s, 3H), 3.81 (s, 3H), 2.41 (t...